This data is from the Open Reaction Database (ORD), a public repository of structured organic reaction records. The task is: describe an organic reaction: reactants, conditions, products, and yield Product: Cl.Cl.FC1=CC=C(C=C1)CCC1=CC=C(COC2=C(C=CC=C2)CCNC2C=3C=CC(=NC3CCC2)C(=O)OCC)C=C1 (Ethyl 5-({2-[2-({4-[2-(4-fluorophenyl)ethyl]benzyl}oxy)phenyl]ethyl}amino)-5,6,7,8-tetrahydroquinoline-2-carboxylate dihydrochloride). Solvent: O1CCOCC1 (dioxane). Starting materials: solution, Cl (hydrogen chloride), C(C)(C)(C)OC(=O)N(C1C=2C=CC(=NC2CCC1)C(=O)OCC)CCC1=C(C=CC=C1)OCC1=CC=C(C=C1)CCC1=CC=C(C=C1)F (ethyl 5-[(tert-butoxycarbonyl){2-[2-({4-[2-(4-fluorophenyl)ethyl]benzyl}oxy)phenyl]ethyl}-amino]-5,6,7,8-tetrahydroquinoline-2-carboxylate). Reported procedure: 12 ml of a 4 N solution of hydrogen chloride in dioxane were added to 3180 mg (4.87 mmol) of ethyl 5-[(tert-butoxycarbonyl){2-[2-({4-[2-(4-fluorophenyl)ethyl]benzyl}oxy)phenyl]ethyl}-amino]-5,6,7,8-tetrahydroquinoline-2-carboxylate (Enantiomer 2, Example 131A), and the mixture was stirred at room temperature for 2 h. The reaction mixture was then concentrated to dryness. This gave 3290 mg of the target product which was reacted further without further analytical characterization. Reaction SMILES: [ClH:1].C(OC([N:9]([CH2:25][CH2:26][C:27]1[CH:32]=[CH:31][CH:30]=[CH:29][C:28]=1[O:33][CH2:34][C:35]1[CH:40]=[CH:39][C:38]([CH2:41][CH2:42][C:43]2[CH:48]=[CH:47][C:46]([F:49])=[CH:45][CH:44]=2)=[CH:37][CH:36]=1)[CH:10]1[CH2:19][CH2:18][CH2:17][C:16]2[N:15]=[C:14]([C:20]([O:22][CH2:23][CH3:24])=[O:21])[CH:13]=[CH:12][C:11]1=2)=O)(C)(C)C>O1CCOCC1>[ClH:1].[ClH:1].[F:49][C:46]1[CH:47]=[CH:48][C:43]([CH2:42][CH2:41][C:38]2[CH:37]=[CH:36][C:35]([CH2:34][O:33][C:28]3[CH:29]=[CH:30][CH:31]=[CH:32][C:27]=3[CH2:26][CH2:25][NH:9][CH:10]3[CH2:19][CH2:18][CH2:17][C:16]4[N:15]=[C:14]([C:20]([O:22][CH2:23][CH3:24])=[O:21])[CH:13]=[CH:12][C:11]3=4)=[CH:40][CH:39]=2)=[CH:44][CH:45]=1 |f:3.4.5|. Reaction conditions: time 2 hour. RXN SMILES: [Br:26][CH2:27][C:28](=[O:29])[OH:30].[CH3:1][c:2]1[cH:3][c:4]([CH2:10][CH2:11][C:12](=[O:13])[c:14]2[c:15]3[c:19]([c:20]([CH3:22])[s:21]2)[CH:18]2[CH:17]([CH2:16]3)[C:23]2([CH3:24])[CH3:25])[cH:5][c:6]([CH3:9])[c:7]1[OH:8].[CH:31]([OH:32])([CH3:33])[CH3:34].[Na+:36].[OH-:35]>>[CH3:1][c:2]1[cH:3][c:4]([CH2:10][CH2:11][C:12](=[O:13])[c:14]2[c:15]3[c:19]([c:20]([CH3:22])[s:21]2)[CH:18]2[CH:17]([CH2:16]3)[C:23]2([CH3:24])[CH3:25])[cH:5][c:6]([CH3:9])[c:7]1[O:8][CH2:27][C:28](=[O:29])[OH:30]. Starting materials: O=C(O)CBr, Cc1cc(CCC(=O)c2sc(C)c3c2CC2C3C2(C)C)cc(C)c1O, CC(C)O, [Na+], [OH-]. The product is Cc1cc(CCC(=O)c2sc(C)c3c2CC2C3C2(C)C)cc(C)c1OCC(=O)O.